describe an organic reaction: reactants, conditions, products, and yield From a dataset of the Open Reaction Database (ORD), a public repository of structured organic reaction records. Conditions: temperature 60 celsius, time 3 hour. Run in O (water). As a reaction SMILES: [CH3:1][C:2]1([CH3:14])[CH2:11][CH2:10][C:9]([CH3:13])([CH3:12])[C:8]2[CH:7]=[CH:6][CH:5]=[CH:4][C:3]1=2.ClCCl.[Cl-].[Al+3].[Cl-].[Cl-].[C:22](Cl)(=[O:25])[CH2:23][CH3:24]>O>[CH2:23]([C:22]([C:6]1[CH:5]=[CH:4][C:3]2[C:2]([CH3:14])([CH3:1])[CH2:11][CH2:10][C:9]([CH3:13])([CH3:12])[C:8]=2[CH:7]=1)=[O:25])[CH3:24] |f:2.3.4.5|. Product: C(C)C(=O)C1=CC=2C(CCC(C2C=C1)(C)C)(C)C (5,6,7,8-tetrahydro-5,5,8,8-tetramethyl-2-naphthyl ethyl ketone). Reported procedure: The synthesis process is as set forth in the chemical reaction formula below. To 5,6,7,8-tetrahydro-5,5,8,8-tetramethylnaphthalene (188 mg, 1 mmol) were added anhydrous dichloromethane (1 mL), aluminum chloride (148 mg, 1.12 mmol), and propionyl chloride (101 mg, 1.10 mmol) followed by stirring at 60° C. for 3 hours. The reaction solution was poured into cold water and extracted by ethyl acetate. The organic layer was washed by water, a saturated sodium hydrogen carbonate aq. solution, and a sat... The reactants are CC1(C=2C=CC=CC2C(CC1)(C)C)C (5,6,7,8-tetrahydro-5,5,8,8-tetramethylnaphthalene), ClCCl (dichloromethane), [Cl-].[Al+3].[Cl-].[Cl-] (aluminum chloride), C(CC)(=O)Cl (propionyl chloride). Starting materials: COC(=O)C=CC=C(c1ccccc1)c1ccc(OC)cc1, CO, CC(C)O, [Na+], [OH-]. Yields the product COc1ccc(C(=CC=CC(=O)O)c2ccccc2)cc1. As a reaction SMILES: [CH3:1][O:2][C:3]([CH:4]=[CH:5][CH:6]=[C:7]([c:8]1[cH:9][cH:10][cH:11][cH:12][cH:13]1)[c:14]1[cH:15][cH:16][c:17]([O:20][CH3:21])[cH:18][cH:19]1)=[O:22].[CH3:23][OH:24].[CH3:27][CH:28]([OH:29])[CH3:30].[Na+:26].[OH-:25]>>[O:2]=[C:3]([CH:4]=[CH:5][CH:6]=[C:7]([c:8]1[cH:9][cH:10][cH:11][cH:12][cH:13]1)[c:14]1[cH:15][cH:16][c:17]([O:20][CH3:21])[cH:18][cH:19]1)[OH:22]. The reactants are O=C1CN(c2cccc(-n3cc(-c4ccc(Cl)cc4Cl)nc3Cc3ccc(Br)cc3)c2)S(=O)(=O)N1, OB(O)c1cccc(SCCc2ccccc2)c1. Yields the product O=C1CN(c2cccc(-n3cc(-c4ccc(Cl)cc4Cl)nc3Cc3ccc(-c4cccc(SCCc5ccccc5)c4)cc3)c2)S(=O)(=O)N1. As a reaction SMILES: [Br:1][c:2]1[cH:3][cH:4][c:5]([CH2:6][c:7]2[n:8](-[c:20]3[cH:21][c:22]([N:26]4[CH2:27][C:28](=[O:33])[NH:29][S:30]4(=[O:31])=[O:32])[cH:23][cH:24][cH:25]3)[cH:9][c:10](-[c:12]3[c:13]([Cl:19])[cH:14][c:15]([Cl:18])[cH:16][cH:17]3)[n:11]2)[cH:34][cH:35]1.[CH2:36]([CH2:37][c:38]1[cH:39][cH:40][cH:41][cH:42][cH:43]1)[S:44][c:45]1[cH:46][c:47]([B:51]([OH:52])[OH:53])[cH:48][cH:49][cH:50]1>>[c:2]1(-[c:47]2[cH:46][c:45]([S:44][CH2:36][CH2:37][c:38]3[cH:39][cH:40][cH:41][cH:42][cH:43]3)[cH:50][cH:49][cH:48]2)[cH:3][cH:4][c:5]([CH2:6][c:7]2[n:8](-[c:20]3[cH:21][c:22]([N:26]4[CH2:27][C:28](=[O:33])[NH:29][S:30]4(=[O:31])=[O:32])[cH:23][cH:24][cH:25]3)[cH:9][c:10](-[c:12]3[c:13]([Cl:19])[cH:14][c:15]([Cl:18])[cH:16][cH:17]3)[n:11]2)[cH:34][cH:35]1. Reactants: C1COCCO1, COC(=O)C1CCC(c2nc(C)c(Cl)o2)CC1, [Na+], [OH-]. Yields the product Cc1nc(C2CCC(C(=O)O)CC2)oc1Cl. As a reaction SMILES: [CH2:20]1[O:21][CH2:22][CH2:23][O:24][CH2:25]1.[CH3:1][O:2][C:3](=[O:4])[CH:5]1[CH2:6][CH2:7][CH:8]([c:11]2[o:12][c:13]([Cl:17])[c:14]([CH3:16])[n:15]2)[CH2:9][CH2:10]1.[Na+:19].[OH-:18]>>[O:2]=[C:3]([OH:4])[CH:5]1[CH2:6][CH2:7][CH:8]([c:11]2[o:12][c:13]([Cl:17])[c:14]([CH3:16])[n:15]2)[CH2:9][CH2:10]1. Reactants: O (water), COC1=CC=C(CN2N=CC3=C2N=CC=2CCC4=C(C32)C=NN4C4=CC=CC=C4)C=C1 (3-(4-methoxybenzyl)-8-phenyl-3,6,7,8-tetrahydrodipyrazolo[3,4-c:4′,3′-f]isoquinoline), C([O-])([O-])=O.[K+].[K+] (potassium carbonate). The solvent is FC(C(=O)O)(F)F (trifluoroacetic acid). Product: C1(=CC=CC=C1)N1N=CC=2C=3C4=C(N=CC3CCC21)NN=C4 (8-phenyl-3,6,7,8-tetrahydrodipyrazolo[3,4-c:4′,3′-f]isoquinoline). The yield is 19.2%. Reaction SMILES: COC1C=CC(C[N:8]2[C:12]3[N:13]=[CH:14][C:15]4[CH2:16][CH2:17][C:18]5[N:23]([C:24]6[CH:29]=[CH:28][CH:27]=[CH:26][CH:25]=6)[N:22]=[CH:21][C:19]=5[C:20]=4[C:11]=3[CH:10]=[N:9]2)=CC=1.O.C(=O)([O-])[O-].[K+].[K+]>FC(F)(F)C(O)=O>[C:24]1([N:23]2[C:18]3[CH2:17][CH2:16][C:15]4[CH:14]=[N:13][C:12]5[NH:8][N:9]=[CH:10][C:11]=5[C:20]=4[C:19]=3[CH:21]=[N:22]2)[CH:25]=[CH:26][CH:27]=[CH:28][CH:29]=1 |f:2.3.4|. Procedure: A solution of 3-(4-methoxybenzyl)-8-phenyl-3,6,7,8-tetrahydrodipyrazolo[3,4-c:4′,3′-f]isoquinoline (0.7 g, 1.72 mmol) in trifluoroacetic acid (4 mL) was heated at 100° C. for 2 hours. The reaction mixture was poured into water (50 mL) and basified with aqueous potassium carbonate to pH of 11. The reaction mixture was then extracted with dichloromethane (3×75 mL). The combined organic extract was dried using sodium sulfate and concentrated under reduced pressure to give dark residue. The crude pr...